From a dataset of the Open Reaction Database (ORD), a public repository of structured organic reaction records. describe an organic reaction: reactants, conditions, products, and yield Starting materials: ClC=1C2=C(N=C(N1)CCl)C=CS2 (4-chloro-2-(chloromethyl)thieno[3,2-d]pyrimidine), O.NN (hydrazine hydrate). Run in O1CCCC1 (tetrahydrofuran). Conditions: temperature 5 celsius, time 15 hour. Yields the product ClCC=1N=C(C2=C(N1)C=CS2)NN (2-(chloromethyl)-4-hydrazinothieno[3,2-d]-pyrimidine). RXN SMILES: Cl[C:2]1[C:3]2[S:12][CH:11]=[CH:10][C:4]=2[N:5]=[C:6]([CH2:8][Cl:9])[N:7]=1.O.[NH2:14][NH2:15]>O1CCCC1>[Cl:9][CH2:8][C:6]1[N:7]=[C:2]([NH:14][NH2:15])[C:3]2[S:12][CH:11]=[CH:10][C:4]=2[N:5]=1 |f:1.2|. Procedure details: 3. 8.2 g of 4-chloro-2-(chloromethyl)thieno[3,2-d]pyrimidine are dissolved in 500 ml of absolute tetrahydrofuran. The solution is cooled to 5° C. 7 ml of hydrazine hydrate are added dropwise within 5 min., whereby a solution results and the temperature rises to 15° to 20° C. The reaction mixture is stirred at room temperature for 15 h. and then evaporated in a vacuum. The residue is stirred with 100 ml of saturated aqueous sodium hydrogen carbonate solution for 30 min. and then filtered off. The... Reactants: BrC=1SC(=C(N1)Br)C (2,4-dibromo-5-methyl-thiazole), C(=O)(OC(C)(C)C)N1[C@H](CNCC1)CC(C)C ((S)—N-Boc-2-isobutylpiperazine), C([O-])([O-])=O.[K+].[K+] (potassium carbonate). The solvent is CN(C)C=O (DMF), CCOC(=O)C (EtOAc). Product: BrC=1N=C(SC1C)N1C[C@@H](N(CC1)C(=O)OC(C)(C)C)CC(C)C (tert-butyl (2S)-4-(4-bromo-5-methyl-thiazol-2-yl)-2-isobutyl-piperazine-1-carboxylate). As a reaction SMILES: Br[C:2]1[S:3][C:4]([CH3:8])=[C:5]([Br:7])[N:6]=1.[C:9]([N:16]1[CH2:21][CH2:20][NH:19][CH2:18][C@@H:17]1[CH2:22][CH:23]([CH3:25])[CH3:24])([O:11][C:12]([CH3:15])([CH3:14])[CH3:13])=[O:10].C(=O)([O-])[O-].[K+].[K+]>CN(C=O)C.CCOC(C)=O>[Br:7][C:5]1[N:6]=[C:2]([N:19]2[CH2:20][CH2:21][N:16]([C:9]([O:11][C:12]([CH3:13])([CH3:14])[CH3:15])=[O:10])[C@@H:17]([CH2:22][CH:23]([CH3:25])[CH3:24])[CH2:18]2)[S:3][C:4]=1[CH3:8] |f:2.3.4|. Procedure details: 2,4-dibromo-5-methyl-thiazole (1.189 g, 3.563 mmol), (S)—N-Boc-2-isobutylpiperazine (863.5 mg, 3.563 mmol) and potassium carbonate (1.477 g, 10.69 mmol) in DMF (15 mL) were heated at 95° C. for 18 h. Cooled to rt, diluted with EtOAc, washed with water, brine, dried (MgSO4), filtered and concentrated in vacuo. Crude product purified by flash chromatography (40 g SiO2, 0 to 5% EtOAc/petrol) to leave impure product as a very pale orange sticky oil (930 mg, 49% based on 78.9% purity); 1H NMR DMSO-d6... Starting materials: C(#N)C1=C(N=C(N1)CCC)N1C(=CC=C1Cl)Cl (5-Cyano-4-(2,5-dichloro-1H-pyrrol-1-yl)-2-propylimidazole), C1(=CC=CC=C1)C(N1N=NN=C1C1=C(C=CC=C1)C1=CC=C(C=C1)CBr)(C1=CC=CC=C1)C1=CC=CC=C1 (N-Triphenylmethyl-5-[4'-(bromomethyl)biphenyl-2-yl]tetrazole). Yields the product C(#N)C1=C(N=C(N1CC1=CC=C(C=C1)C1=C(C=CC=C1)C1=NN=NN1)CCC)N1C(=CC=C1Cl)Cl (5-Cyano-4-(2,5-dichloro-1H-pyrrol-1-yl)-2-propyl-1-[(2'-(1H-tetrazol-5-yl)biphen-4-yl)methyl]-1H-imidazole). As a reaction SMILES: [C:1]([C:3]1[NH:7][C:6]([CH2:8][CH2:9][CH3:10])=[N:5][C:4]=1[N:11]1[C:15]([Cl:16])=[CH:14][CH:13]=[C:12]1[Cl:17])#[N:2].C1(C(C2C=CC=CC=2)(C2C=CC=CC=2)[N:25]2[C:29]([C:30]3[CH:35]=[CH:34][CH:33]=[CH:32][C:31]=3[C:36]3[CH:41]=[CH:40][C:39]([CH2:42]Br)=[CH:38][CH:37]=3)=[N:28][N:27]=[N:26]2)C=CC=CC=1>>[C:1]([C:3]1[N:7]([CH2:42][C:39]2[CH:40]=[CH:41][C:36]([C:31]3[CH:32]=[CH:33][CH:34]=[CH:35][C:30]=3[C:29]3[NH:25][N:26]=[N:27][N:28]=3)=[CH:37][CH:38]=2)[C:6]([CH2:8][CH2:9][CH3:10])=[N:5][C:4]=1[N:11]1[C:15]([Cl:16])=[CH:14][CH:13]=[C:12]1[Cl:17])#[N:2]. Procedure: Using the procedure from Example 13, 5-cyano-4-(2,5-dichloro-1H-pyrrol-1-yl)-2-propylimidazole (Example 30) and N-triphenylmethyl-5-[4'-(bromomethyl)biphenyl-2-yl]tetrazole (Example 12) are reacted and deprotected to give the title compound. The reactants are ClC1=CC=C(OCCCNC2=CC=C(C(=O)OCC)C=C2)C=C1 (ethyl 4-{[3-(4-chlorophenoxy)propyl]amino}benzoate), Cl (hydrochloric acid), [OH-].[K+] (potassium hydroxide), C(C)O (ethanol). Run in O (water). The product is ClC1=CC=C(OCCCNC2=CC=C(C(=O)O)C=C2)C=C1 (4-{[3-(4-chlorophenoxy)propyl]amino}benzoic Acid). Reaction SMILES: [Cl:1][C:2]1[CH:23]=[CH:22][C:5]([O:6][CH2:7][CH2:8][CH2:9][NH:10][C:11]2[CH:21]=[CH:20][C:14]([C:15]([O:17]CC)=[O:16])=[CH:13][CH:12]=2)=[CH:4][CH:3]=1.[OH-].[K+].C(O)C.Cl>O>[Cl:1][C:2]1[CH:23]=[CH:22][C:5]([O:6][CH2:7][CH2:8][CH2:9][NH:10][C:11]2[CH:21]=[CH:20][C:14]([C:15]([OH:17])=[O:16])=[CH:13][CH:12]=2)=[CH:4][CH:3]=1 |f:1.2|. Procedure: A mixture of 4.5 g. of ethyl 4-{[3-(4-chlorophenoxy)propyl]amino}benzoate 4.5 g. of potassium hydroxide and 100 ml. of 95% ethanol is refluxed for 3 hours. The solution is acidified with hydrochloric acid and the mixture is diluted with 100 ml. of water to give 3.7 g. of solid. Recrystallization by dissolving in a mixture of chloroform-ethyl acetate and diluting with hexane gives 3.3 g. of product as off-white crystals, m.p. 180°-181° C.